Dataset: the Open Reaction Database (ORD), a public repository of structured organic reaction records. Task: describe an organic reaction: reactants, conditions, products, and yield Starting materials: N1(N=NC2=C1C=CC=C2)OC2=NC=C(C(=N2)NC2=C1C=CN(C1=CC=C2)C)C(=O)N (2-(1H-benzo[d][1,2,3]triazol-1-yloxy)-4-(1-methyl-1H-indol-4-ylamino)pyrimidine-5-carboxamide), C(C)(=O)NC=1C=C(N)C=CC1 (3-acetamidoaniline), CC=1C=CC(=CC1)S(=O)(=O)O.O (pTsOH.H2O). Solvent: CN1CCCC1=O (NMP). Reaction conditions: temperature 100 celsius. Yields the product C(C)(=O)NC=1C=C(C=CC1)NC1=NC=C(C(=N1)NC1=C2C=CN(C2=CC=C1)C)C(=O)N (2-(3-acetamidophenylamino)-4-(1-methyl-1H-indol-4-ylamino)pyrimidine-5-carboxamide). Yield: 32.1%. Reaction SMILES: N1(O[C:11]2[N:16]=[C:15]([NH:17][C:18]3[CH:26]=[CH:25][CH:24]=[C:23]4[C:19]=3[CH:20]=[CH:21][N:22]4[CH3:27])[C:14]([C:28]([NH2:30])=[O:29])=[CH:13][N:12]=2)C2C=CC=CC=2N=N1.[C:31]([NH:34][C:35]1[CH:36]=[C:37]([CH:39]=[CH:40][CH:41]=1)[NH2:38])(=[O:33])[CH3:32].CC1C=CC(S(O)(=O)=O)=CC=1.O>CN1C(=O)CCC1>[C:31]([NH:34][C:35]1[CH:36]=[C:37]([NH:38][C:11]2[N:16]=[C:15]([NH:17][C:18]3[CH:26]=[CH:25][CH:24]=[C:23]4[C:19]=3[CH:20]=[CH:21][N:22]4[CH3:27])[C:14]([C:28]([NH2:30])=[O:29])=[CH:13][N:12]=2)[CH:39]=[CH:40][CH:41]=1)(=[O:33])[CH3:32] |f:2.3|. Procedure: To a solution of 2-(1H-benzo[d][1,2,3]triazol-1-yloxy)-4-(1-methyl-1H-indol-4-ylamino)pyrimidine-5-carboxamide (60 mg, 0.15 mmol) in NMP (0.6 mL) was added 3-acetamidoaniline (25 mg, 0.165 mmol) and pTsOH.H2O (28 mg, 0.15 mmol). The mixture was heated at 100° C. for 2 h, cooled to room temperature, purified by preparative HPLC to give 2-(3-acetamidophenylamino)-4-(1-methyl-1H-indol-4-ylamino)pyrimidine-5-carboxamide (20 mg). MS found for C22H21N7O2 as (M+H)+ 416.3. λ=211.3, 250.9. The reactants are COc1ccc(P2(=S)SP(=S)(c3ccc(OC)cc3)S2)cc1, CC(C)N(c1cccc2cc(C(N)=O)[nH]c12)S(=O)(=O)c1cccs1, C1CCOC1. Product: CC(C)N(c1cccc2cc(C(N)=S)[nH]c12)S(=O)(=O)c1cccs1. Reaction SMILES: [CH3:25][O:26][c:27]1[cH:28][cH:29][c:30]([P:31]2(=[S:34])[S:32][P:33]([c:35]3[cH:36][cH:37][c:38]([O:39][CH3:40])[cH:41][cH:42]3)(=[S:43])[S:44]2)[cH:45][cH:46]1.[CH:1]([CH3:2])([CH3:3])[N:4]([c:5]1[cH:6][cH:7][cH:8][c:9]2[cH:10][c:11]([C:14](=[O:15])[NH2:16])[nH:12][c:13]12)[S:17](=[O:18])(=[O:19])[c:20]1[s:21][cH:22][cH:23][cH:24]1.[O:47]1[CH2:48][CH2:49][CH2:50][CH2:51]1>>[CH:1]([CH3:2])([CH3:3])[N:4]([c:5]1[cH:6][cH:7][cH:8][c:9]2[cH:10][c:11]([C:14]([NH2:16])=[S:34])[nH:12][c:13]12)[S:17](=[O:18])(=[O:19])[c:20]1[s:21][cH:22][cH:23][cH:24]1.